From a dataset of the Open Reaction Database (ORD), a public repository of structured organic reaction records. describe an organic reaction: reactants, conditions, products, and yield The reactants are Ic1cc(I)cc(I)c1, c1ccncc1, CCB(CC)c1cccnc1. Product: Ic1cc(I)cc(-c2cccnc2)c1. Reaction SMILES: [I:1][c:2]1[cH:3][c:4]([I:9])[cH:5][c:6]([I:8])[cH:7]1.[cH:21]1[cH:22][cH:23][n:24][cH:25][cH:26]1.[n:10]1[cH:11][c:12]([B:16]([CH2:17][CH3:18])[CH2:19][CH3:20])[cH:13][cH:14][cH:15]1>>[c:2]1(-[c:12]2[cH:11][n:10][cH:15][cH:14][cH:13]2)[cH:3][c:4]([I:9])[cH:5][c:6]([I:8])[cH:7]1. Reactants: O=Cc1ccc(F)c(Br)c1, Cc1ccccc1, OCCO, Cc1ccc(S(=O)(=O)O)cc1. Yields the product Fc1ccc(C2OCCO2)cc1Br. As a reaction SMILES: [Br:1][c:2]1[cH:3][c:4]([CH:5]=[O:6])[cH:7][cH:8][c:9]1[F:10].[CH3:26][c:27]1[cH:28][cH:29][cH:30][cH:31][cH:32]1.[OH:11][CH2:12][CH2:13][OH:14].[c:15]1([CH3:16])[cH:17][cH:18][c:19]([S:20]([OH:21])(=[O:22])=[O:23])[cH:24][cH:25]1>>[Br:1][c:2]1[cH:3][c:4]([CH:5]2[O:6][CH2:13][CH2:12][O:11]2)[cH:7][cH:8][c:9]1[F:10]. The reactants are O1C(=CC=C1)C1SCC(C(NC1)=O)N1C(C=2C(C1=O)=CC=CC2)=O (2-(2-furyl)-5-oxo-6-phthalimidoperhydro-1,4-thiazepine), BrCC(=O)OC(C)(C)C (t-butyl bromoacetate). Product: O1C(=CC=C1)C1SCC(C(N(C1)CC(=O)OC(C)(C)C)=O)N1C(C=2C(C1=O)=CC=CC2)=O (t-Butyl α-[2-(2-furyl)-5-oxo-6-phthalimidoperhydro-1,4-thiazepin-4-yl]acetat). As a reaction SMILES: [O:1]1[CH:5]=[CH:4][CH:3]=[C:2]1[CH:6]1[CH2:12][NH:11][C:10](=[O:13])[CH:9]([N:14]2[C:18](=[O:19])[C:17]3=[CH:20][CH:21]=[CH:22][CH:23]=[C:16]3[C:15]2=[O:24])[CH2:8][S:7]1.Br[CH2:26][C:27]([O:29][C:30]([CH3:33])([CH3:32])[CH3:31])=[O:28]>>[O:1]1[CH:5]=[CH:4][CH:3]=[C:2]1[CH:6]1[CH2:12][N:11]([CH2:26][C:27]([O:29][C:30]([CH3:33])([CH3:32])[CH3:31])=[O:28])[C:10](=[O:13])[CH:9]([N:14]2[C:18](=[O:19])[C:17]3=[CH:20][CH:21]=[CH:22][CH:23]=[C:16]3[C:15]2=[O:24])[CH2:8][S:7]1. Procedure: Following the procedure described in Example 42(f), 1.15 g of 2-(2-furyl)-5-oxo-6-phthalimidoperhydro-1,4-thiazepine [prepared as described in step (d) above] was treated with t-butyl bromoacetate, to give 0.86 g of the title compound as crystals, melting at 158°-161° C. Starting materials: BrCCCCC(C(C(C(C(C(C(C(CCCCBr)(F)F)(F)F)(F)F)(F)F)(F)F)(F)F)(F)F)(F)F (1,16-dibromo-5,5,6,6,7,7,8,8,9,9,10,10,11,11,12,12-hexadecafluorohexadecane), OC1=CC=C(C=C1)C1=CC=C(C=C1)C#N (4'-hydroxy-4-cyanobiphenyl), C([O-])([O-])=O.[K+].[K+] (potassium carbonate). Solvent: CC(=O)C (acetone). Yields the product BrCCCCC(C(C(C(C(C(C(C(CCCCOC1=CC=C(C=C1)C1=CC=C(C=C1)C#N)(F)F)(F)F)(F)F)(F)F)(F)F)(F)F)(F)F)(F)F (4'-(16-bromo-5,5,6,6,7,7,8,8,9,9,10,10,11,11,12,12-hexadecafluorohexadecyloxy)-4-cyanobiphenyl). Reaction SMILES: [Br:1][CH2:2][CH2:3][CH2:4][CH2:5][C:6]([F:34])([F:33])[C:7]([F:32])([F:31])[C:8]([F:30])([F:29])[C:9]([F:28])([F:27])[C:10]([F:26])([F:25])[C:11]([F:24])([F:23])[C:12]([F:22])([F:21])[C:13]([F:20])([F:19])[CH2:14][CH2:15][CH2:16][CH2:17]Br.[OH:35][C:36]1[CH:41]=[CH:40][C:39]([C:42]2[CH:47]=[CH:46][C:45]([C:48]#[N:49])=[CH:44][CH:43]=2)=[CH:38][CH:37]=1.C(=O)([O-])[O-].[K+].[K+]>CC(C)=O>[Br:1][CH2:2][CH2:3][CH2:4][CH2:5][C:6]([F:34])([F:33])[C:7]([F:31])([F:32])[C:8]([F:30])([F:29])[C:9]([F:27])([F:28])[C:10]([F:25])([F:26])[C:11]([F:23])([F:24])[C:12]([F:22])([F:21])[C:13]([F:19])([F:20])[CH2:14][CH2:15][CH2:16][CH2:17][O:35][C:36]1[CH:37]=[CH:38][C:39]([C:42]2[CH:47]=[CH:46][C:45]([C:48]#[N:49])=[CH:44][CH:43]=2)=[CH:40][CH:41]=1 |f:2.3.4|. Reported procedure: A solution of 1,16-dibromo-5,5,6,6,7,7,8,8,9,9,10,10,11,11,12,12-hexadecafluorohexadecane (20.16 g), 4'-hydroxy-4-cyanobiphenyl (2.05 g), potassium carbonate (2.07 g) and acetone (30 mL) is refluxed for 8 hrs. The acetone is removed under reduced pressure and the residue diluted with water and extracted with ethyl ether. The extracts are washed with water and brine, dried (MgSO4), concentrated, and purified by chromatography to give 4'-(16-bromo-5,5,6,6,7,7,8,8,9,9,10,10,11,11,12,12-hexadecafluo... The reactants are Intermediate 100, BrC1=C2C=C(N(C2=CC=C1)S(=O)(=O)C1=CC=CC=C1)C1=CC=C(C=O)C=C1 (4-[4-bromo-1-(phenylsulfonyl)-1H-indol-2-yl]benzaldehyde), CN1N=C(C(=C1)B1OC(C(O1)(C)C)(C)C)C1=CC=C(C=C1)[N+](=O)[O-] (1-methyl-3-(4-nitrophenyl)-4-(4,4,5,5-tetramethyl-1,3,2-dioxaborolan-2-yl)-1H-pyrazole). The product is CN1N=C(C(=C1)C1=C2C=C(N(C2=CC=C1)S(=O)(=O)C1=CC=CC=C1)C1=CC=C(C=O)C=C1)C1=CC=C(C=C1)[N+](=O)[O-] (4-[4-[1-methyl-3-(4-nitrophenyl)-1H-pyrazol-4-yl]-1-(phenylsulfonyl)-1H-indol-2-yl]benzaldehyde). RXN SMILES: Br[C:2]1[CH:10]=[CH:9][CH:8]=[C:7]2[C:3]=1[CH:4]=[C:5]([C:20]1[CH:27]=[CH:26][C:23]([CH:24]=[O:25])=[CH:22][CH:21]=1)[N:6]2[S:11]([C:14]1[CH:19]=[CH:18][CH:17]=[CH:16][CH:15]=1)(=[O:13])=[O:12].[CH3:28][N:29]1[CH:33]=[C:32](B2OC(C)(C)C(C)(C)O2)[C:31]([C:43]2[CH:48]=[CH:47][C:46]([N+:49]([O-:51])=[O:50])=[CH:45][CH:44]=2)=[N:30]1>>[CH3:28][N:29]1[CH:33]=[C:32]([C:2]2[CH:10]=[CH:9][CH:8]=[C:7]3[C:3]=2[CH:4]=[C:5]([C:20]2[CH:27]=[CH:26][C:23]([CH:24]=[O:25])=[CH:22][CH:21]=2)[N:6]3[S:11]([C:14]2[CH:15]=[CH:16][CH:17]=[CH:18][CH:19]=2)(=[O:12])=[O:13])[C:31]([C:43]2[CH:44]=[CH:45][C:46]([N+:49]([O-:51])=[O:50])=[CH:47][CH:48]=2)=[N:30]1. Procedure details: Following the procedure described for Intermediate 100 using 4-[4-bromo-1-(phenylsulfonyl)-1H-indol-2-yl]benzaldehyde and 1-methyl-3-(4-nitrophenyl)-4-(4,4,5,5-tetramethyl-1,3,2-dioxaborolan-2-yl)-1H-pyrazole provided the title compound. ESMS [M+H]+: 564.2.